Dataset: the Open Reaction Database (ORD), a public repository of structured organic reaction records. Task: describe an organic reaction: reactants, conditions, products, and yield Starting materials: C(CC(O)(C(=O)O)CC(=O)O)(=O)O (citric acid), C(=O)(OC(C)(C)C)N[C@@H](CC1=CC=CC=C1)[C@@H]1CCC(O1)=O (5(S)-[1(S)-(Boc-amino)-2-phenylethyl]dihydrofuran-2-(3H)-one), CN1CCCN(C1=O)C (DMPU), solution, C[Si](C)(C)[N-][Si](C)(C)C.[Li+] (lithium bis(trimethylsilyl)amide), COC1=C(CI)C=CC=C1 (2-methoxybenzyl iodide), C(CC)(=O)O (propionic acid). The solvent is C(C)(=O)OCC (ethyl acetate), C1CCOC1 (THF), C1CCOC1 (THF), C1CCOC1 (THF), O (water). Run at time 15 minute. Yields the product C(=O)(OC(C)(C)C)N[C@@H](CC1=CC=CC=C1)[C@@H]1C[C@H](C(O1)=O)CC1=C(C=CC=C1)OC (5(S)-[1(S)-(Boc-Amino)-2-phenylethyl]-3(R)-[(2-methoxyphenyl)methyl]dihydrofuran-2-(3H)-one). As a reaction SMILES: [C:1]([NH:8][C@H:9]([C@H:17]1[O:21][C:20](=[O:22])[CH2:19][CH2:18]1)[CH2:10][C:11]1[CH:16]=[CH:15][CH:14]=[CH:13][CH:12]=1)([O:3][C:4]([CH3:7])([CH3:6])[CH3:5])=[O:2].CN1C(=O)N(C)CCC1.C[Si]([N-][Si](C)(C)C)(C)C.[Li+].[CH3:42][O:43][C:44]1[CH:51]=[CH:50][CH:49]=[CH:48][C:45]=1[CH2:46]I.C(O)(=O)CC.C(O)(=O)CC(CC(O)=O)(C(O)=O)O>C1COCC1.C(OCC)(=O)C.O>[C:1]([NH:8][C@H:9]([C@H:17]1[O:21][C:20](=[O:22])[C@H:19]([CH2:46][C:45]2[CH:48]=[CH:49][CH:50]=[CH:51][C:44]=2[O:43][CH3:42])[CH2:18]1)[CH2:10][C:11]1[CH:16]=[CH:15][CH:14]=[CH:13][CH:12]=1)([O:3][C:4]([CH3:6])([CH3:7])[CH3:5])=[O:2] |f:2.3|. Procedure: A solution of 1 g (3.275 mmol) of 5(S)-[1(S)-(Boc-amino)-2-phenylethyl]dihydrofuran-2-(3H)-one [Example 2b)] in 4 ml of abs. THF and 0.66 ml of DMPU (1.67 equivalents) is cooled down to -75° C., under argon, and treated dropwise, at an internal temperature of below -70° C. and over the space of 30 min, with 6.42 ml (1.96 equivalents) of a 1M solution of lithium bis(trimethylsilyl)amide in THF (Aldrich, Steinheim, FRG). After a further 15 min, 812 mg (3.275 mmol) of 2-methoxybenzyl iodide, dissol... The reactants are COC(=O)C=1C(=C2C=C(C(N(C2=C(N1)C#N)CC1=CC=CC=C1)=O)C1=CC=CC=C1)O (1-benzyl-8-cyano-5-hydroxy-2-oxo-3-phenyl-1,2-dihydro-[1,7]naphthyridine-6-carboxylic acid methyl ester), N[C@H](CC1=CC=CC=C1)C(=O)O (D-phenylalanine), C[O-].[Na+] (NaOMe). Run in COCCO (2-methoxyethanol). Yields the product C(C1=CC=CC=C1)N1C(C(=CC2=C(C(=NC(=C12)C#N)C(=O)N[C@@H](C(=O)O)CC1=CC=CC=C1)O)C1=CC=CC=C1)=O ((R)-2-[(1-Benzyl-8-cyano-5-hydroxy-2-oxo-3-phenyl-1,2-dihydro-[1,7]naphthyridine-6-carbonyl)-amino]-3-phenyl-propionic acid). Yield: 100.6%. As a reaction SMILES: CO[C:3]([C:5]1[C:6]([OH:31])=[C:7]2[C:12](=[C:13]([C:15]#[N:16])[N:14]=1)[N:11]([CH2:17][C:18]1[CH:23]=[CH:22][CH:21]=[CH:20][CH:19]=1)[C:10](=[O:24])[C:9]([C:25]1[CH:30]=[CH:29][CH:28]=[CH:27][CH:26]=1)=[CH:8]2)=[O:4].[NH2:32][C@@H:33]([C:41]([OH:43])=[O:42])[CH2:34][C:35]1[CH:40]=[CH:39][CH:38]=[CH:37][CH:36]=1.C[O-].[Na+]>COCCO>[CH2:17]([N:11]1[C:12]2[C:7](=[C:6]([OH:31])[C:5]([C:3]([NH:32][C@H:33]([CH2:34][C:35]3[CH:40]=[CH:39][CH:38]=[CH:37][CH:36]=3)[C:41]([OH:43])=[O:42])=[O:4])=[N:14][C:13]=2[C:15]#[N:16])[CH:8]=[C:9]([C:25]2[CH:26]=[CH:27][CH:28]=[CH:29][CH:30]=2)[C:10]1=[O:24])[C:18]1[CH:19]=[CH:20][CH:21]=[CH:22][CH:23]=1 |f:2.3|. Procedure details: A mixture of 1-benzyl-8-cyano-5-hydroxy-2-oxo-3-phenyl-1,2-dihydro-[1,7]naphthyridine-6-carboxylic acid methyl ester (30 mg, 0.073 mmol), D-phenylalanine (241 mg, 1.46 mmol), and NaOMe (59 mg, 1.09 mmol) in 2-methoxyethanol (10 mL) was refluxed for 3 h. After the mixture was cooled to r.t., solvent was evaporated in vacuo. The residue was partitioned between EtOAc and water. 1 M HCl was added with vigorous stirring until pH was about 2. The organic layer was dried over MgSO4 and concentrated. Th... RXN SMILES: [Br:1][c:2]1[c:3]([O:4][CH2:5][C:6](=[O:7])[N:8]([NH:9][C:10]([c:11]2[cH:12][cH:13][c:14]([O:17][CH2:18][CH2:19][O:20][CH3:21])[cH:15][cH:16]2)=[O:22])[CH:23]([CH3:24])[CH3:25])[cH:26][cH:27][c:28]([F:30])[cH:29]1.[C:31](=[O:32])([O-:33])[O-:34].[CH3:51][O:52][CH2:53][CH2:54][O:55][CH3:56].[F:37][C:38]([O:39][c:40]1[c:41]([B:46]([OH:47])[OH:48])[cH:42][cH:43][cH:44][cH:45]1)([F:49])[F:50].[Na+:35].[Na+:36]>>[c:2]1(-[c:41]2[c:40]([O:39][C:38]([F:37])([F:49])[F:50])[cH:45][cH:44][cH:43][cH:42]2)[c:3]([O:4][CH2:5][C:6](=[O:7])[N:8]([NH:9][C:10]([c:11]2[cH:12][cH:13][c:14]([O:17][CH2:18][CH2:19][O:20][CH3:21])[cH:15][cH:16]2)=[O:22])[CH:23]([CH3:24])[CH3:25])[cH:26][cH:27][c:28]([F:30])[cH:29]1. Starting materials: COCCOc1ccc(C(=O)NN(C(=O)COc2ccc(F)cc2Br)C(C)C)cc1, O=C([O-])[O-], COCCOC, OB(O)c1ccccc1OC(F)(F)F, [Na+], [Na+]. The product is COCCOc1ccc(C(=O)NN(C(=O)COc2ccc(F)cc2-c2ccccc2OC(F)(F)F)C(C)C)cc1. The reactants are FC1=C(C=CC=C1)C1=NNC=C1 (3-(2-fluorophenyl)-1H-pyrazole), IC (iodomethane), [OH-].[Na+] (NaOH), FC1=C(C=CC=C1)C1=NN(C=C1)C (3-(2-fluorophenyl)-1-methyl-1H-pyrazole). Reagents/catalysts: [N+](CCCC)(CCCC)(CCCC)CCCC.[Br-] (nBu4NBr). Solvent: CO (methanol). Conditions: time 6.5 hour. Product: FC1=C(C=CC=C1)C1=CC=NN1C (5-(2-fluorophenyl)-1-methyl-1H-pyrazole). Isolated yield 72.0%. Reaction SMILES: [F:1][C:2]1[CH:7]=[CH:6][CH:5]=[CH:4][C:3]=1[C:8]1[CH:12]=[CH:11][NH:10][N:9]=1.IC.[OH-].[Na+].F[C:18]1C=CC=CC=1C1C=CN(C)N=1>CO.[N+](CCCC)(CCCC)(CCCC)CCCC.[Br-]>[F:1][C:2]1[CH:7]=[CH:6][CH:5]=[CH:4][C:3]=1[C:8]1[N:9]([CH3:18])[N:10]=[CH:11][CH:12]=1 |f:2.3,6.7|. Reported procedure: To a solution of 3-(2-fluorophenyl)-1H-pyrazole (8.62 g, 53.2 mmol, 1.0 eq.) in methanol (133 mL) under nitrogen at 0° C. were added iodomethane (4.3 mL, 68.9 mmol, 1.3 eq.), NaOH (aq., 6 N, 34 mL, 204.0 mmol, 3.8 eq.) and nBu4NBr (0.68 g, 2.11 mmol, 0.04 eq.). The cold bath was then removed, and the reaction mixture was stirred to room temperature. After 6.5 h, iodomethane was added (4 mL), and the reaction mixture was stirred overnight. More iodomethane (4 mL) and NaOH (aq., 6 N, 20 mL) were a... Starting materials: C1(=CC=CC=C1)C (Toluene), COC(=O)C=1C=C(C=CC1)C(=O)O (3-(Methoxycarbonyl)benzenecarboxylic acid), S(=O)(Cl)Cl (thionyl chloride), CN(C)C=O (DMF). The solvent is C(Cl)(Cl)Cl (chloroform). Product: C1(CC1)NC(=O)C=1C=C(C(=O)OC)C=CC1 (methyl 3-[(cyclopropylamino)carbonyl]benzoate). RXN SMILES: [C:1]1([CH3:7])C=CC=C[CH:2]=1.[CH3:8][O:9][C:10]([C:12]1[CH:13]=[C:14]([C:18]([OH:20])=O)[CH:15]=[CH:16][CH:17]=1)=[O:11].S(Cl)(Cl)=O.C[N:26](C=O)C>C(Cl)(Cl)Cl>[CH:1]1([NH:26][C:18]([C:14]2[CH:13]=[C:12]([CH:17]=[CH:16][CH:15]=2)[C:10]([O:9][CH3:8])=[O:11])=[O:20])[CH2:2][CH2:7]1. Procedure: Toluene solution of 3-(Methoxycarbonyl)benzenecarboxylic acid, thionyl chloride and DMF (a catalytic amount) were heated under stirring. The reaction solution was dissolved in chloroform after evaporation under reduced pressure. After cyclopropylamine and triethylamine were added thereto and the whole was stirred at room temperature to obtain methyl 3-[(cyclopropylamino)carbonyl]benzoate. Reactants: ClC1=C(C=C(C#N)C=C1)[N+](=O)[O-] (4-chloro-3-nitrobenzonitrile), C([O-])([O-])=O.[K+].[K+] (potassium carbonate), CC=1C=C(C=C(C1)C)O (3,5-dimethylphenol). Solvent: C1CCOC1 (THF). The product is CC=1C=C(OC2=C(C=C(C#N)C=C2)[N+](=O)[O-])C=C(C1)C (4-(3,5-Dimethylphenoxy)-3-nitrobenzonitrile). Yield: 85.2%. Reaction SMILES: Cl[C:2]1[CH:9]=[CH:8][C:5]([C:6]#[N:7])=[CH:4][C:3]=1[N+:10]([O-:12])=[O:11].C(=O)([O-])[O-].[K+].[K+].[CH3:19][C:20]1[CH:21]=[C:22]([OH:27])[CH:23]=[C:24]([CH3:26])[CH:25]=1>C1COCC1>[CH3:19][C:20]1[CH:21]=[C:22]([CH:23]=[C:24]([CH3:26])[CH:25]=1)[O:27][C:2]1[CH:9]=[CH:8][C:5]([C:6]#[N:7])=[CH:4][C:3]=1[N+:10]([O-:12])=[O:11] |f:1.2.3|. Procedure: To a solution of 4-chloro-3-nitrobenzonitrile (12.00 g, 65.75 mmol) in THF was added potassium carbonate (45.58 g, 328.70 mmol) and 3,5-dimethylphenol (9.658 g, 78.88 mmol). The reaction mixture was refluxed for 17 hrs, whereupon the starting material was consumed (TLC, 25% EtOAc in hexanes). The reaction mixture was then cooled to room temperature, and potassium carbonate was filtered and washed with copious amounts of EtOAc. The filtrate was washed sequentially with saturated sodium bicarbonat...